The task is: describe an organic reaction: reactants, conditions, products, and yield. This data is from the Open Reaction Database (ORD), a public repository of structured organic reaction records. Reactants: [BH4-].[Na+] (sodium borohydride), Cl (hydrochloric acid), C(#N)C1=C(C=C(C=C1)C=1SC=2NCCCCC2N1)C (2-(4-cyano-3-methylphenyl)-5,6,7,8-tetrahydro-4H-thiazolo[5,4-b]azepine). Reagents/catalysts: O.O.O.O.O.O.[Co](Cl)Cl (cobalt chloride hexahydrate). Run in CO (methanol), O1CCCC1 (tetrahydrofuran). Run at time 20 hour. The product is Cl.Cl.NCC1=C(C=C(C=C1)C=1SC=2NCCCCC2N1)C (2-(4-Aminomethyl-3-methylphenyl)-5,6,7,8-tetrahydro-4H-thiazolo [5,4-b]azepine dihydrochloride). Yield: 20.1%. Reaction SMILES: [C:1]([C:3]1[CH:8]=[CH:7][C:6]([C:9]2[S:10][C:11]3[NH:12][CH2:13][CH2:14][CH2:15][CH2:16][C:17]=3[N:18]=2)=[CH:5][C:4]=1[CH3:19])#[N:2].[BH4-].[Na+].[ClH:22]>CO.O1CCCC1.O.O.O.O.O.O.[Co](Cl)Cl>[ClH:22].[ClH:22].[NH2:2][CH2:1][C:3]1[CH:8]=[CH:7][C:6]([C:9]2[S:10][C:11]3[NH:12][CH2:13][CH2:14][CH2:15][CH2:16][C:17]=3[N:18]=2)=[CH:5][C:4]=1[CH3:19] |f:1.2,6.7.8.9.10.11.12,13.14.15|. Procedure: A solution of 2-(4-cyano-3-methylphenyl)-5,6,7,8-tetrahydro-4H-thiazolo[5,4-b]azepine (20 g) and cobalt chloride hexahydrate (35.3 g) in a mixture of methanol (90 ml) and tetrahydrofuran (60 ml) was ice-cooled, followed by addition of a powder of sodium borohydride (33.1 g) gradually, and further stirred for 20 hrs. at room temperature. After acidifying with an aqueous 4N-hydrochloric acid, the reaction mixture was extracted with diethyl ether. The aqueous layer was alkalified with an aqueous am... Starting materials: Cl (hydrochloric acid), C(C1=CC=CC=C1)OC([C@@H](NC(=O)OC(C)(C)C)CC1=CC(=C(C=C1)OCC1=CC=CC=C1)OCC1=CC=CC=C1)=O (N-(tert-Butoxycarbonyl)-3,4-dibenzyloxyphenylalanine benzyl ester), O (water), [OH-].[Na+] (sodium hydroxide). Solvent: CO (methanol). Run at time 20 hour. The product is C(C)(C)(C)OC(=O)N[C@@H](CC1=CC(=C(C=C1)OCC1=CC=CC=C1)OCC1=CC=CC=C1)C(=O)O (N-(tert-Butoxycarbonyl)-3,4-dibenzyloxyphenylalanine). Yield: 99.9%. As a reaction SMILES: C([O:8][C:9](=[O:42])[C@H:10]([CH2:19][C:20]1[CH:25]=[CH:24][C:23]([O:26][CH2:27][C:28]2[CH:33]=[CH:32][CH:31]=[CH:30][CH:29]=2)=[C:22]([O:34][CH2:35][C:36]2[CH:41]=[CH:40][CH:39]=[CH:38][CH:37]=2)[CH:21]=1)[NH:11][C:12]([O:14][C:15]([CH3:18])([CH3:17])[CH3:16])=[O:13])C1C=CC=CC=1.[OH-].[Na+].O.Cl>CO>[C:15]([O:14][C:12]([NH:11][C@H:10]([C:9]([OH:42])=[O:8])[CH2:19][C:20]1[CH:25]=[CH:24][C:23]([O:26][CH2:27][C:28]2[CH:33]=[CH:32][CH:31]=[CH:30][CH:29]=2)=[C:22]([O:34][CH2:35][C:36]2[CH:41]=[CH:40][CH:39]=[CH:38][CH:37]=2)[CH:21]=1)=[O:13])([CH3:18])([CH3:16])[CH3:17] |f:1.2|. Procedure details: 30.0 g of the crystals obtained in Example 4 was dissolved in 600 ml of methanol, and after the addition of 65 ml of 10% sodium hydroxide, the mixture was stirred at a room temperature for 20 hours, and 1000 ml of water was added. The reaction mixture was adjusted to pH 4 with concentrated hydrochloric acid, and extracted twice with 800 ml of chloroform. The extract was dried over magnesium sulfate and concentrated under a reduced pressure to crystallize the title compound, which was then filter... The reactants are C(C1=CC=CC=C1)OC(=O)N1CC(NCC1)=O (3-oxo-piperazine-1-carboxylic acid benzyl ester), CC(C)(C)[O-].[K+] (KOtBu), CI (MeI). Run in CN(C)C=O (DMF). Conditions: time 15 minute. Yields the product C(C1=CC=CC=C1)OC(=O)N1CC(N(CC1)C)=O (4-Methyl-3-oxo-piperazine-1-carboxylic acid benzyl ester). The yield is 66.0%. Reaction SMILES: [CH2:1]([O:8][C:9]([N:11]1[CH2:16][CH2:15][NH:14][C:13](=[O:17])[CH2:12]1)=[O:10])[C:2]1[CH:7]=[CH:6][CH:5]=[CH:4][CH:3]=1.[CH3:18]C([O-])(C)C.[K+].CI>CN(C=O)C>[CH2:1]([O:8][C:9]([N:11]1[CH2:16][CH2:15][N:14]([CH3:18])[C:13](=[O:17])[CH2:12]1)=[O:10])[C:2]1[CH:3]=[CH:4][CH:5]=[CH:6][CH:7]=1 |f:1.2|. Reported procedure: To a solution of 3-oxo-piperazine-1-carboxylic acid benzyl ester (2.00 g, 8.54 mmol) in DMF (30 mL) was added KOtBu (1.54 g, 13.7 mmol) under Ar. The resulting solution was stirred at room temperature for 15 min and cooled to 0° C. MeI (0.85 mL, 14 mmol) was then added dropwise. The reaction mixture was allowed to warm to room temperature and stirred for 3 h. DMF was removed in vacuo and the residue was chromatographed on silica (5-50% EtOAc:hexane) to obtain the title compound (1.40 g, 66%). 1H... The reactants are C(C)(=O)OC[C@H]([C@]1(CC[C@H]2[C@@H]3CCC4=CC(C=C[C@]4(C)[C@H]3[C@H](C[C@]12C)O)=O)O)O ((20R)-21-acetoxy-11β, 17,20-trihydroxy-3-oxo-1,4-pregnadiene), alkyl acetylalkanoate, Cl(=O)(=O)(=O)O (perchloric acid), C(C)(=O)OC[C@H]([C@]1(CC[C@H]2[C@@H]3CCC4=CC(C=C[C@]4(C)[C@H]3[C@H](C[C@]12C)O)=O)O)O ((20R)-21-acetoxy-11β, 17,20-trihydroxy-3-oxo-1,4-pregnadiene), C[C@]12CCC(=O)C=C1CC[C@@H]3[C@@H]2[C@H](C[C@]4([C@H]3CC[C@@]4(C(=O)CO)O)C)O (Hydrocortisone), C[C@]12C[C@@H]([C@H]3[C@H]([C@@H]1CC[C@@]2(C(=O)CO)O)CCC4=CC(=O)C=C[C@]34C)O (prednisolone). Yields the product 17,20-carboxycyclic acetal pregnane, C(C)(=O)C(C(=O)OC)CC (methyl acetylbutyrate). As a reaction SMILES: C[C@@]12[C@H]3[C@@H](O)C[C@:15]4([CH3:25])[C@@:19](O)([C:20]([CH2:22]O)=[O:21])[CH2:18]C[C@H]4[C@@H]3CCC1=CC(=O)CC2.C[C@@]12[C@@](O)([C:37](CO)=[O:38])CC[C@H]1[C@@H]1CCC3[C@@](C)([C@H]1[C@@H](O)C2)C=CC(=O)C=3.C(OC[C@@H](O)[C@]1(O)[C@]2(C)[C@H]([C@H]3[C@H]([C@@H](O)C2)[C@]2(C)C(=CC(=O)C=C2)CC3)CC1)(=[O:55])C.Cl(O)(=O)(=O)=O>>[C:20]([CH:19]([CH2:15][CH3:25])[C:18]([O:38][CH3:37])=[O:55])(=[O:21])[CH3:22]. Procedure details: Hydrocortisone or prednisolone with 20-hydroxy and 21-acetoxy groups are known, e.g., (I) (20R)-21-acetoxy-11β, 17,20-trihydroxy-3-oxo-1,4-pregnadiene; and (I) is reacted with an alkyl acetylalkanoate in the presence of perchloric acid to produce the corresponding 17,20-carboxycyclic acetal pregnane derivatives, e.g., when methyl acetylbutyrate is used the product is (II) (20R)-21-acetoxy-11β-hydroxy-3-oxo-17,20-(methyl,methoxycarbonyl-n-propyl)methylenedioxy-1,4-pregnadiene;